Dataset: the Open Reaction Database (ORD), a public repository of structured organic reaction records. Task: describe an organic reaction: reactants, conditions, products, and yield The reactants are N-formyl, methyl halide, [Li] (lithium), [Na] (sodium), N (ammonia), [Li] (lithium), N (NH3), 6-BuOH, sulfonate, C1(=CC=CC=C1)OC=O (PhOCHO), O=CC(Cl)(Cl)Cl (chloral), C1NCCC2=CC=CC=C12 (racemic tetrahydroisoquinoline), N-formyl. The solvent is C(C)OC=O (EtOCHO), liquid, C1CCOC1 (THF), CCOC(=O)C (EtOAc). Product: C(C1=CC=CC=C1)C1NCCC2CC=CC=C12 ((+)-1-benzylhexahydroisoquinoline). As a reaction SMILES: [Li].[Na].N.[C:4]1(OC=O)[CH:9]=[CH:8][CH:7]=[CH:6][CH:5]=1.O=[CH:14]C(Cl)(Cl)Cl.[CH2:19]1[C:28]2[C:23](=[CH:24][CH:25]=[CH:26][CH:27]=2)[CH2:22][CH2:21][NH:20]1>C(OC=O)C.CCOC(C)=O.C1COCC1>[CH2:14]([CH:19]1[C:28]2[CH:23]([CH2:24][CH:25]=[CH:26][CH:27]=2)[CH2:22][CH2:21][NH:20]1)[C:4]1[CH:9]=[CH:8][CH:7]=[CH:6][CH:5]=1 |^1:0,1|. Reported procedure: Birch reduction with lithium or sodium in liquid ammonia of 85 mmol of unpurified 7 with 1.92 g atom of lithium in 450 ml of liquid NH3, 225 ml each of dry THF and 6-BuOH at -55° to -65° C. for 4 hrs., then at -75° C. until no 7 remained by TLC (~1.5 h) afforded (90%) essentially pure (TLC) 8, mp 179.5° C. Refluxing unpurified 8 with 1.5 equivalents of pure PhOCHO, chloral in 10 volumes of EtOAc or in EtOCHO until TLC showed absence of 8 gave (94%) pure 10, which, as the N-formyl derivatives des...